This data is from the Open Reaction Database (ORD), a public repository of structured organic reaction records. The task is: describe an organic reaction: reactants, conditions, products, and yield Starting materials: CC(C)(C)[Si](C)(C)OC(CNCC1CCc2cc(-c3ccnc(C(N)=O)c3)ccc2O1)COc1ccccc1, Cl, C1COCCO1. Yields the product NC(=O)c1cc(-c2ccc3c(c2)CCC(CNCC(O)COc2ccccc2)O3)ccn1. Reaction SMILES: [CH3:1][C:2]([Si:3]([CH3:4])([CH3:5])[O:6][CH:7]([CH2:8][NH:9][CH2:10][CH:11]1[O:12][c:13]2[cH:14][cH:15][c:16](-[c:21]3[cH:22][c:23]([C:27](=[O:28])[NH2:29])[n:24][cH:25][cH:26]3)[cH:17][c:18]2[CH2:19][CH2:20]1)[CH2:30][O:31][c:32]1[cH:33][cH:34][cH:35][cH:36][cH:37]1)([CH3:38])[CH3:39].[ClH:40].[O:41]1[CH2:42][CH2:43][O:44][CH2:45][CH2:46]1>>[OH:6][CH:7]([CH2:8][NH:9][CH2:10][CH:11]1[O:12][c:13]2[cH:14][cH:15][c:16](-[c:21]3[cH:22][c:23]([C:27](=[O:28])[NH2:29])[n:24][cH:25][cH:26]3)[cH:17][c:18]2[CH2:19][CH2:20]1)[CH2:30][O:31][c:32]1[cH:33][cH:34][cH:35][cH:36][cH:37]1.